describe an organic reaction: reactants, conditions, products, and yield From a dataset of the Open Reaction Database (ORD), a public repository of structured organic reaction records. Reactants: C(C)(C)(C)C1(C=CC=C1)[Li] (t-butylcyclopentadienyl lithium), O1CCCC1 (tetrahydrofuran). Conditions: time 8 hour. The product is C(C)(C)(C)C=1C=CC(C1)=C(C)C (3-tert-Butyl-6.6-Dimethylfulvene). As a reaction SMILES: [C:1]([C:5]1([Li])[CH:9]=[CH:8][CH:7]=[CH:6]1)([CH3:4])([CH3:3])[CH3:2].O1C[CH2:14][CH2:13][CH2:12]1>>[C:1]([C:5]1[CH:9]=[CH:8][C:7](=[C:13]([CH3:14])[CH3:12])[CH:6]=1)([CH3:4])([CH3:3])[CH3:2]. Procedure details: Into a 200 ml, 3-neck flask, equipped with a reflux condenser, a gas inlet tube and a magnetic stirring bar, was charged, under nitrogen, 2 grams t-butylcyclopentadienyl lithium and 25 ml anhydrous tetrahydrofuran (THF). The solution was cooled in an ice-bath and 10 ml acetone, dried over 3A, was cautiously added. The reaction mixture was allowed stir overnight and quenched, cautiously, with 60 ml water. The resulting solution was extracted with ethyl ether using the standard lab extraction proc... Reactants: CO, [OH-], [OH-], [Pd+2], COc1ccc2ncc(F)c(CCN3CC(CN(Cc4ccccc4)C(=O)[O-])C3)c2n1. Product: COc1ccc2ncc(F)c(CCN3CC(CN)C3)c2n1. Reaction SMILES: [CH3:32][OH:33].[OH-:34].[OH-:35].[Pd+2:36].[c:1]1([CH2:2][N:8]([C:3](=[O:4])[O-:5])[CH2:12][CH:13]2[CH2:14][N:15]([CH2:17][CH2:18][c:19]3[c:20]([F:31])[cH:21][n:22][c:23]4[cH:24][cH:25][c:26]([O:29][CH3:30])[n:27][c:28]34)[CH2:16]2)[cH:6][cH:7][cH:9][cH:10][cH:11]1>>[NH2:8][CH2:12][CH:13]1[CH2:14][N:15]([CH2:17][CH2:18][c:19]2[c:20]([F:31])[cH:21][n:22][c:23]3[cH:24][cH:25][c:26]([O:29][CH3:30])[n:27][c:28]23)[CH2:16]1. Starting materials: C1(CCCC1)N (cyclopentanamine), BrC1=C(C=CC(=C1)Br)[N+](=O)[O-] (2,4-dibromo-1-nitro-benzene). The solvent is C(CCC)O (1-butanol). Reaction conditions: temperature 100 celsius. Yields the product BrC=1C=CC(=C(C1)NC1CCCC1)[N+](=O)[O-] ((5-Bromo-2-nitro-phenyl)-cyclopentyl-amine). RXN SMILES: [CH:1]1([NH2:6])[CH2:5][CH2:4][CH2:3][CH2:2]1.Br[C:8]1[CH:13]=[C:12]([Br:14])[CH:11]=[CH:10][C:9]=1[N+:15]([O-:17])=[O:16]>C(O)CCC>[Br:14][C:12]1[CH:11]=[CH:10][C:9]([N+:15]([O-:17])=[O:16])=[C:8]([NH:6][CH:1]2[CH2:5][CH2:4][CH2:3][CH2:2]2)[CH:13]=1. Procedure: Add cyclopentanamine (32 mL) to a solution of 2,4-dibromo-1-nitro-benzene (20 g) in 1-butanol (160 mL). Heat the mixture at 100° C. overnight. Remove the solvent under vacuum, add water and extract with EA. Wash the organic layer sequentially with an aqueous saturated solution of sodium bicarbonate and then water. Dry over magnesium sulfate and remove the solvent under vacuum to afford 22 g of the title compound. MS (ES+): m/z=286 (M+H)+. The reactants are N1C(C2(C3=CC=CC=C13)C=1C(OC2)=CC2=C(OCC2)C1)=O (6,7-dihydrospiro[benzo[1,2-b:4,5-b′]difuran-3,3′-indol]-2′(1′H)-one), BrCC1OCCCC1 (2-(bromomethyl)tetrahydro-2H-pyran), N1C(C2(C3=CC=CC=C13)C1=C(OC2)C=C2OCCC2=C1)=O (5,6-dihydrospiro[benzo[1,2-b:5,4-b′]difuran-3,3′-indol]-2′(1′H)-one), Br.BrCC1=NC=CC=C1 (2-(bromomethyl)pyridine hydrobromide). The product is N1=C(C=CC=C1)CN1C(C2(C3=CC=CC=C13)C=1C(OC2)=CC2=C(OCC2)C1)=O (1′-(pyridin-2-ylmethyl)-6,7-dihydrospiro[benzo[1,2-b:4,5-b′]difuran-3,3′-indol]-2′(1′H)-one). RXN SMILES: [NH:1]1[C:9]2[C:4](=[CH:5][CH:6]=[CH:7][CH:8]=2)[C:3]2([CH2:13][O:12][C:11]3=[CH:14][C:15]4[CH2:19][CH2:18][O:17][C:16]=4[CH:20]=[C:10]23)[C:2]1=[O:21].[NH:22]1[C:30]2[C:25](=CC=C[CH:29]=2)[C:24]2(COC3C=C4C(=[CH:41][C:31]2=3)CCO4)C1=O.Br.BrCC1C=CC=CN=1.BrCC1CCCCO1>>[N:22]1[CH:41]=[CH:31][CH:24]=[CH:25][C:30]=1[CH2:29][N:1]1[C:9]2[C:4](=[CH:5][CH:6]=[CH:7][CH:8]=2)[C:3]2([CH2:13][O:12][C:11]3=[CH:14][C:15]4[CH2:19][CH2:18][O:17][C:16]=4[CH:20]=[C:10]23)[C:2]1=[O:21] |f:2.3|. Procedure details: Following the procedure as described in EXAMPLE 4 and making non-critical variations using 6,7-dihydrospiro[benzo[1,2-b:4,5-b′]difuran-3,3′-indol]-2′(1′H)-one to replace 5,6-dihydrospiro[benzo[1,2-b:5,4-b′]difuran-3,3′-indol]-2′(1′H)-one, and 2-(bromomethyl)pyridine hydrobromide to replace 2-(bromomethyl)tetrahydro-2H-pyran, 1′-(pyridin-2-ylmethyl)-6,7-dihydrospiro[benzo[1,2-b:4,5-b′]difuran-3,3′-indol]-2′(1′H)-one was obtained (67%) as a colorless solid: mp 198-200° C. (diethyl ether/hexanes); ... The reactants are O=C([O-])[O-], O=C(CF)c1ccccc1, [K+], [K+], CN(C)C=O, O, Oc1ccccc1. Product: O=C(COc1ccccc1)c1ccccc1. As a reaction SMILES: [C:18](=[O:19])([O-:20])[O-:21].[F:1][CH2:2][C:3](=[O:4])[c:5]1[cH:6][cH:7][cH:8][cH:9][cH:10]1.[K+:22].[K+:23].[O:25]=[CH:26][N:27]([CH3:28])[CH3:29].[OH2:24].[OH:11][c:12]1[cH:13][cH:14][cH:15][cH:16][cH:17]1>>[CH2:2]([C:3](=[O:4])[c:5]1[cH:6][cH:7][cH:8][cH:9][cH:10]1)[O:11][c:12]1[cH:13][cH:14][cH:15][cH:16][cH:17]1. The reactants are CC(C)(C)OC(=O)N(C(=O)OC(C)(C)C)c1ncc(N2CCNCC2)nc1C#C[Si](C)(C)C, CCS(=O)(=O)Cl, CCN(C(C)C)C(C)C, CN(C)C=O. The product is CCS(=O)(=O)N1CCN(c2cnc(N(C(=O)OC(C)(C)C)C(=O)OC(C)(C)C)c(C#C[Si](C)(C)C)n2)CC1. RXN SMILES: [C:7]([CH3:8])([CH3:9])([CH3:10])[O:11][C:12](=[O:13])[N:14]([C:15]([O:16][C:17]([CH3:18])([CH3:19])[CH3:20])=[O:21])[c:22]1[n:23][cH:24][c:25]([N:34]2[CH2:35][CH2:36][NH:37][CH2:38][CH2:39]2)[n:26][c:27]1[C:28]#[C:29][Si:30]([CH3:31])([CH3:32])[CH3:33].[CH2:1]([CH3:2])[S:3](=[O:4])(=[O:5])[Cl:6].[CH:40]([N:41]([CH2:42][CH3:43])[CH:44]([CH3:45])[CH3:46])([CH3:47])[CH3:48].[O:49]=[CH:50][N:51]([CH3:52])[CH3:53]>>[CH2:1]([CH3:2])[S:3](=[O:4])(=[O:5])[N:37]1[CH2:36][CH2:35][N:34]([c:25]2[cH:24][n:23][c:22]([N:14]([C:12]([O:11][C:7]([CH3:8])([CH3:9])[CH3:10])=[O:13])[C:15]([O:16][C:17]([CH3:18])([CH3:19])[CH3:20])=[O:21])[c:27]([C:28]#[C:29][Si:30]([CH3:31])([CH3:32])[CH3:33])[n:26]2)[CH2:39][CH2:38]1. Starting materials: CC1=C(C=C(C=C1)C)N1CCN(CC1)C(=O)C1CNC(N1C1=CC=CC=C1)=O ((RS)-5-[4-(2,5-dimethyl-phenyl)-piperazine-1-carbonyl]-1-phenyl-imidazolidin-2-one), [H-].[Na+] (sodium hydride), FC1=C(C=CC=C1)S(=O)(=O)Cl (2-fluorobenzenesulfonyl chloride). The product is CC1=C(C=C(C=C1)C)N1CCN(CC1)C(=O)C1N(C(N(C1)S(=O)(=O)C1=C(C=CC=C1)F)=O)C1=CC=CC=C1 ((RS)-4-[4-(2,5-Dimethyl-phenyl)-piperazine-1-carbonyl]-1-(2-fluoro-benzenesulfonyl)-3-phenyl-imidazolidin-2-one). Reaction SMILES: [CH3:1][C:2]1[CH:7]=[CH:6][C:5]([CH3:8])=[CH:4][C:3]=1[N:9]1[CH2:14][CH2:13][N:12]([C:15]([CH:17]2[N:21]([C:22]3[CH:27]=[CH:26][CH:25]=[CH:24][CH:23]=3)[C:20](=[O:28])[NH:19][CH2:18]2)=[O:16])[CH2:11][CH2:10]1.[H-].[Na+].[F:31][C:32]1[CH:37]=[CH:36][CH:35]=[CH:34][C:33]=1[S:38](Cl)(=[O:40])=[O:39]>>[CH3:1][C:2]1[CH:7]=[CH:6][C:5]([CH3:8])=[CH:4][C:3]=1[N:9]1[CH2:14][CH2:13][N:12]([C:15]([CH:17]2[CH2:18][N:19]([S:38]([C:33]3[CH:34]=[CH:35][CH:36]=[CH:37][C:32]=3[F:31])(=[O:40])=[O:39])[C:20](=[O:28])[N:21]2[C:22]2[CH:23]=[CH:24][CH:25]=[CH:26][CH:27]=2)=[O:16])[CH2:11][CH2:10]1 |f:1.2|. Reported procedure: In analogy to example 33, (RS)-5-[4-(2,5-dimethyl-phenyl)-piperazine-1-carbonyl]-1-phenyl-imidazolidin-2-one (example 33, step 1) was reacted with sodium hydride and 2-fluorobenzenesulfonyl chloride to give the title compound as a colorless solid. MS: 537.0 ([M+H]+) Isolated yield 82.0%. Starting materials: Cl (hydrochloric acid), [OH-].[Li+] (lithium hydroxide), C(C)OC(C(CCC1CCC(CC1)(C1=C(C=CC(=C1)F)F)S(=O)(=O)C1=CC=C(C=C1)Cl)S(=O)(=O)C)=O (4-[4-(4-Chloro-benzenesulfonyl)-4-(2,5-difluoro-phenyl)-cyclohexyl]-2-methanesulfonyl-butyric acid ethyl ester). As a reaction SMILES: [OH-].[Li+].C([O:5][C:6](=[O:38])[CH:7]([S:34]([CH3:37])(=[O:36])=[O:35])[CH2:8][CH2:9][CH:10]1[CH2:15][CH2:14][C:13]([S:24]([C:27]2[CH:32]=[CH:31][C:30]([Cl:33])=[CH:29][CH:28]=2)(=[O:26])=[O:25])([C:16]2[CH:21]=[C:20]([F:22])[CH:19]=[CH:18][C:17]=2[F:23])[CH2:12][CH2:11]1)C.Cl>O.O1CCCC1>[Cl:33][C:30]1[CH:31]=[CH:32][C:27]([S:24]([C:13]2([C:16]3[CH:21]=[C:20]([F:22])[CH:19]=[CH:18][C:17]=3[F:23])[CH2:12][CH2:11][CH:10]([CH2:9][CH2:8][CH:7]([S:34]([CH3:37])(=[O:35])=[O:36])[C:6]([OH:38])=[O:5])[CH2:15][CH2:14]2)(=[O:25])=[O:26])=[CH:28][CH:29]=1 |f:0.1|. The solvent is O (water), O1CCCC1 (tetrahydrofuran). Procedure details: A solution of lithium hydroxide (21 mg, 0.88 mmol) in water (700 mL) was added to the product from Example 108 (100 mg, 0.18 mmol) in tetrahydrofuran (2 mL). The resulting mixture was stirred vigorously for 12 hours, then poured into 1M aqueous hydrochloric acid (20 mL) and extracted with ethyl acetate (2×40 mL). The combined organic layers were dried (NaSO4), and concentrated. The residue was purified using column chromatography on silica, eluting with 95/5/0.5 dichloromethane/methanol/acetic a... The product is ClC1=CC=C(C=C1)S(=O)(=O)C1(CCC(CC1)CCC(C(=O)O)S(=O)(=O)C)C1=C(C=CC(=C1)F)F (4-[4-(4-Chloro-benzenesulfonyl)-4-(2,5-difluoro-phenyl)-cyclohexyl]-2-methanesulfonyl-butyric acid). Run at time 12 hour. The reactants are C1CCOC1, [H-], CCI, O=[N+]([O-])c1ccc2oc(=S)[nH]c2c1, [Na+]. Yields the product CCSc1nc2cc([N+](=O)[O-])ccc2o1. As a reaction SMILES: [CH2:19]1[O:20][CH2:21][CH2:22][CH2:23]1.[H-:15].[I:16][CH2:17][CH3:18].[N+:1](=[O:2])([O-:3])[c:4]1[cH:5][cH:6][c:7]2[c:8]([nH:9][c:10](=[S:12])[o:11]2)[cH:13]1.[Na+:14]>>[N+:1](=[O:2])([O-:3])[c:4]1[cH:5][cH:6][c:7]2[c:8]([n:9][c:10]([S:12][CH2:17][CH3:18])[o:11]2)[cH:13]1.